This data is from the Open Reaction Database (ORD), a public repository of structured organic reaction records. The task is: describe an organic reaction: reactants, conditions, products, and yield The reactants are NC1=CC=C(OC2=CC(=NC=C2)C(=O)NCC2CC2)C=C1 (4-(4-Aminophenoxy)-2-[(cyclopropylmethyl)aminocarbonyl]pyridine), FC1=CC=C(C=C1)N=C=O (p-fluorophenyl isocyanate). Run in O1CCCC1 (tetrahydrofuran). Run at time 1 hour. Product: C1(CC1)CNC(=O)C1=NC=CC(=C1)OC1=CC=C(C=C1)NC(=O)NC1=CC=C(C=C1)F (N-(4-{2-[(Cyclopropylmethyl)aminocarbonyl]pyridin-4-yl}oxyphenyl)-N′-(4-fluorophenyl)urea). Reaction SMILES: [NH2:1][C:2]1[CH:21]=[CH:20][C:5]([O:6][C:7]2[CH:12]=[CH:11][N:10]=[C:9]([C:13]([NH:15][CH2:16][CH:17]3[CH2:19][CH2:18]3)=[O:14])[CH:8]=2)=[CH:4][CH:3]=1.[F:22][C:23]1[CH:28]=[CH:27][C:26]([N:29]=[C:30]=[O:31])=[CH:25][CH:24]=1>O1CCCC1>[CH:17]1([CH2:16][NH:15][C:13]([C:9]2[CH:8]=[C:7]([O:6][C:5]3[CH:20]=[CH:21][C:2]([NH:1][C:30]([NH:29][C:26]4[CH:27]=[CH:28][C:23]([F:22])=[CH:24][CH:25]=4)=[O:31])=[CH:3][CH:4]=3)[CH:12]=[CH:11][N:10]=2)=[O:14])[CH2:19][CH2:18]1. Procedure details: After adding 100 mg of 4-(4-Aminophenoxy)-2-[(cyclopropylmethyl)aminocarbonyl]pyridine to 5 ml of tetrahydrofuran, 0.075 ml of p-fluorophenyl isocyanate was added at room temperature and the mixture was stirred for 1 hour. NH type silica gel was added to the reaction solution, the solvent was distilled off under reduced pressure and the reaction product was adsorbed onto the silica gel. The silica gel was charged into a dry column packed with NH type silica gel, and column purification was perfo... Starting materials: C(C)(C)(C)OC(=O)N1CC(C1)N (3-aminoazetidine-1-carboxylic acid tert-butyl ester), C(=C)S(=O)(=O)C=C (divinyl sulfone). Run in CCO (EtOH), CCO (EtOH). Yields the product C(C)(C)(C)OC(=O)N1CC(C1)N1CCS(CC1)(=O)=O (3-(1,1-Dioxo-1-thiomorpholin-4-yl)azetidine-1-carboxylic acid tert-butyl ester). Isolated yield 64.0%. As a reaction SMILES: [C:1]([O:5][C:6]([N:8]1[CH2:11][CH:10]([NH2:12])[CH2:9]1)=[O:7])([CH3:4])([CH3:3])[CH3:2].[CH:13]([S:15]([CH:18]=[CH2:19])(=[O:17])=[O:16])=[CH2:14]>CCO>[C:1]([O:5][C:6]([N:8]1[CH2:11][CH:10]([N:12]2[CH2:19][CH2:18][S:15](=[O:17])(=[O:16])[CH2:13][CH2:14]2)[CH2:9]1)=[O:7])([CH3:4])([CH3:2])[CH3:3]. Procedure details: To a refluxing solution of 3-aminoazetidine-1-carboxylic acid tert-butyl ester (10.0 g, 58.1 mmol) in EtOH (50 mL) was added drop wise a solution of divinyl sulfone (5.9 mL, 6.86 g, 58.1 mmol) in EtOH (50 mL). The resulting mixture was stirred at reflux for 15.5 h, cooled to room temperature and concentrated in vacuo. The resulting beige solid was triturated with Et2O, affording the title compound as a white solid (10.8 g, 64%). 1H NMR (CDCl3, 300 MHz): δ 3.97 (dd, J=8.8, 7.1 Hz, 2 H); 3.76 (dd,... Reactants: O=C(c1ncc[nH]1)c1ncc[nH]1, O=C(O)c1cc(Br)c(OCc2ccccc2)cc1OCc1ccccc1, COCCCN, CN(C)C=O, O. Yields the product COCCCNC(=O)c1cc(Br)c(OCc2ccccc2)cc1OCc1ccccc1. RXN SMILES: [C:27]([c:28]1[nH:29][cH:30][cH:31][n:32]1)([c:33]1[nH:34][cH:35][cH:36][n:37]1)=[O:38].[CH2:1]([c:2]1[cH:3][cH:4][cH:5][cH:6][cH:7]1)[O:8][c:9]1[c:10]([C:11](=[O:12])[OH:13])[cH:14][c:15]([Br:26])[c:16]([O:18][CH2:19][c:20]2[cH:21][cH:22][cH:23][cH:24][cH:25]2)[cH:17]1.[CH3:39][O:40][CH2:41][CH2:42][CH2:43][NH2:44].[O:45]=[CH:46][N:47]([CH3:48])[CH3:49].[OH2:50]>>[CH2:1]([c:2]1[cH:3][cH:4][cH:5][cH:6][cH:7]1)[O:8][c:9]1[c:10]([C:11](=[O:13])[NH:44][CH2:43][CH2:42][CH2:41][O:40][CH3:39])[cH:14][c:15]([Br:26])[c:16]([O:18][CH2:19][c:20]2[cH:21][cH:22][cH:23][cH:24][cH:25]2)[cH:17]1. Run at time 3 day. RXN SMILES: [NH2:1][CH2:2][CH:3]([C:7]1[C:15]2[C:10](=[CH:11][CH:12]=[CH:13][CH:14]=2)[NH:9][CH:8]=1)[C:4]([OH:6])=[O:5].[C:16]([OH:20])(=[O:19])[CH:17]=O.C([O-])([O-])=O.[K+].[K+]>O>[CH:17]1([C:16]([OH:20])=[O:19])[C:8]2[NH:9][C:10]3[C:15](=[CH:14][CH:13]=[CH:12][CH:11]=3)[C:7]=2[CH:3]([C:4]([OH:6])=[O:5])[CH2:2][NH:1]1 |f:2.3.4|. The reactants are NCC(C(=O)O)C1=CNC2=CC=CC=C12 (3-Amino-2-(3-indolyl)propanoic acid), C(C=O)(=O)O (glyoxalic acid), C(=O)([O-])[O-].[K+].[K+] (K2CO3). Procedure details: 3-Amino-2-(3-indolyl)propanoic acid (6 g; 0.03 mole) was mixed with 55 ml of water. Then glyoxalic acid (80% in water) (3 g; 30 mmole) dissolved in 50 ml of water was added and with rapid stirring 10% K2CO3 solution was added to pH 4.00. The mixture was stirred for a period of 3 days. A white precipitate was collected, washed with 400 ml of water and dried overnight with isopropyl alcohol. Yield 3 g (38%) mp 230°-231° C. Product: C1(NCC(C=2C3=CC=CC=C3NC12)C(=O)O)C(=O)O (1,2,3,4-Tetrahydro-β-Carboline-1,4-Dicarboxylic Acid). Solvent: O (water), O (water). Starting materials: COCOc1nn(-c2ccccc2)cc1C=Cc1csc(C)n1, CO, Cl. Product: Cc1nc(C=Cc2cn(-c3ccccc3)nc2O)cs1, Cl. Reaction SMILES: [CH3:1][c:2]1[s:3][cH:4][c:5]([CH:7]=[CH:8][c:9]2[c:10]([O:20][CH2:21][O:22][CH3:23])[n:11][n:12](-[c:14]3[cH:15][cH:16][cH:17][cH:18][cH:19]3)[cH:13]2)[n:6]1.[CH3:25][OH:26].[ClH:24]>>[CH3:1][c:2]1[s:3][cH:4][c:5]([CH:7]=[CH:8][c:9]2[c:10]([OH:20])[n:11][n:12](-[c:14]3[cH:15][cH:16][cH:17][cH:18][cH:19]3)[cH:13]2)[n:6]1.[ClH:24].